Dataset: the Open Reaction Database (ORD), a public repository of structured organic reaction records. Task: describe an organic reaction: reactants, conditions, products, and yield Starting materials: C(C1=CC=CC=C1)OC(N[C@H](CN1N=CC2=CC=C3C(=C12)C=C(O3)CNC(=O)C=3C=NC=CC3)C)=O ([(S)-1-Methyl-2-(7-{[(pyridine-3-carbonyl)-amino]-methyl}-furo[2,3-g]indazol-1-yl)-ethyl]-carbamic acid benzyl ester). The reagents and catalysts are [Pd] (Palladium on carbon). The solvent is CO (methanol). Run at time 2 day. Product: N[C@H](CN1N=CC2=CC=C3C(=C12)C=C(O3)CNC(C3=CN=CC=C3)=O)C (N-[1-((S)-2-Aminopropyl)-1H-furo[2,3-g]indazol-7-ylmethyl]-nicotinamide). Isolated yield 86.7%. As a reaction SMILES: C(OC(=O)[NH:10][C@@H:11]([CH3:35])[CH2:12][N:13]1[C:21]2[C:16](=[CH:17][CH:18]=[C:19]3[O:24][C:23]([CH2:25][NH:26][C:27]([C:29]4[CH:30]=[N:31][CH:32]=[CH:33][CH:34]=4)=[O:28])=[CH:22][C:20]3=2)[CH:15]=[N:14]1)C1C=CC=CC=1>CO.[Pd]>[NH2:10][C@@H:11]([CH3:35])[CH2:12][N:13]1[C:21]2[C:16](=[CH:17][CH:18]=[C:19]3[O:24][C:23]([CH2:25][NH:26][C:27](=[O:28])[C:29]4[CH:34]=[CH:33][CH:32]=[N:31][CH:30]=4)=[CH:22][C:20]3=2)[CH:15]=[N:14]1. Procedure: To a solution of the product from Step C (0.16 g, 0.33 mmol) in methanol (20 mL) was added 10% Palladium on carbon (20 mg) and this mixture was stirred under an atmosphere of hydrogen at room temperature for two days. The reaction mixture was filtered and the filtrate evaporated to give a colorless oil (0.10 g, 87%): LC/MS m/z 350 [M+H]+; 1H NMR (CD3OD) δ 9.052 (s, 1H), 8.70 (m, 1H), 8.31 (m, 1H), 8.08 (s, 1H), 7.62 and 7.36 (ABq, J=9 Hz, 2H), 7.56 (m, 1H), 4.50 (overlapping m and s, 4H), 3.47 (... Starting materials: ClCC1=CC=C(C=C1)C1(CC1)NC(C)=O (N-(1-(4-chloromethylphenyl)cyclopropyl)acetamide), S1C(=NC=C1)N1CCNCC1 (1-(thiazol-2-yl)piperazine). Yields the product S1C(=NC=C1)N1CCN(CC1)CC1=CC=C(C=C1)C1(CC1)NC(C)=O (N-(1-(4-((4-(Thiazol-2-yl)piperazin-1-yl)methyl)phenyl)cyclopropyl)acetamide). As a reaction SMILES: Cl[CH2:2][C:3]1[CH:8]=[CH:7][C:6]([C:9]2([NH:12][C:13](=[O:15])[CH3:14])[CH2:11][CH2:10]2)=[CH:5][CH:4]=1.[S:16]1[CH:20]=[CH:19][N:18]=[C:17]1[N:21]1[CH2:26][CH2:25][NH:24][CH2:23][CH2:22]1>>[S:16]1[CH:20]=[CH:19][N:18]=[C:17]1[N:21]1[CH2:22][CH2:23][N:24]([CH2:2][C:3]2[CH:8]=[CH:7][C:6]([C:9]3([NH:12][C:13](=[O:15])[CH3:14])[CH2:11][CH2:10]3)=[CH:5][CH:4]=2)[CH2:25][CH2:26]1. Procedure: By similar reaction and treatment to that in Example 1(5) using N-(1-(4-chloromethylphenyl)cyclopropyl)acetamide obtained in Example 71(1) instead of N-(4-chloromethylphenylmethyl)acetamide and 1-(thiazol-2-yl)piperazine obtained in Example 81(1) instead of phenylpiperazine, the title compound was obtained as pale-yellow crystals, m.p.=184-185° C. Starting materials: C(C)(C)(C)OC([C@H](CCC(=O)N1CCC(CC1)C1=CC(=CC=C1)NC=1NCCCN1)NC(=O)OCC1=CC=CC=C1)=O ((2S)-2-benzyloxycarbonylamino-5-[4-[3-(1,4,5,6-tetrahydropyrimidin-2-yl)aminophenyl]piperidin-1-yl]-5-oxopentanoic acid tert-butyl ester), FC(C(=O)O)(F)F (trifluoroacetic acid). The solvent is ClCCl (dichloromethane). Reaction conditions: temperature 25 celsius, time 8 hour. Yields the product C(C1=CC=CC=C1)OC(=O)N[C@H](C(=O)O)CCC(=O)N1CCC(CC1)C1=CC(=CC=C1)NC=1NCCCN1 ((2S)-2-benzyloxycarbonylamino-5-[4-[3-(1,4,5,6-tetrahydropyrimidin-2-yl)aminophenyl]piperidin-1-yl]-5-oxopentanoic acid). As a reaction SMILES: C([O:5][C:6](=[O:42])[C@@H:7]([NH:31][C:32]([O:34][CH2:35][C:36]1[CH:41]=[CH:40][CH:39]=[CH:38][CH:37]=1)=[O:33])[CH2:8][CH2:9][C:10]([N:12]1[CH2:17][CH2:16][CH:15]([C:18]2[CH:23]=[CH:22][CH:21]=[C:20]([NH:24][C:25]3[NH:26][CH2:27][CH2:28][CH2:29][N:30]=3)[CH:19]=2)[CH2:14][CH2:13]1)=[O:11])(C)(C)C.FC(F)(F)C(O)=O>ClCCl>[CH2:35]([O:34][C:32]([NH:31][C@@H:7]([CH2:8][CH2:9][C:10]([N:12]1[CH2:13][CH2:14][CH:15]([C:18]2[CH:23]=[CH:22][CH:21]=[C:20]([NH:24][C:25]3[NH:26][CH2:27][CH2:28][CH2:29][N:30]=3)[CH:19]=2)[CH2:16][CH2:17]1)=[O:11])[C:6]([OH:42])=[O:5])=[O:33])[C:36]1[CH:41]=[CH:40][CH:39]=[CH:38][CH:37]=1. Procedure details: To a solution of the compound of Example 147 in dichloromethane (10 ml) is added trifluoroacetic acid (10 ml), and the mixture is stirred at 25° C. overnight. The solvent is evaporated under reduced pressure, and the residue is purified by CHP-20 (eluent: gradient, 35% to 100% methanol/0.05% aqueous trifluoroacetic acid solution) to give the title compound (200 mg). The reactants are C[Si](C)(C)I, CC#N, CCOC(C)=O, COCC(C)Oc1cc(Oc2ccc(-c3cc[nH]n3)cc2)cc(C(=O)Nc2ccn(C)n2)c1. Yields the product CC(CO)Oc1cc(Oc2ccc(-c3cc[nH]n3)cc2)cc(C(=O)Nc2ccn(C)n2)c1. RXN SMILES: [CH3:1][Si:2]([I:3])([CH3:4])[CH3:5].[CH3:39][C:40]#[N:41].[CH3:42][CH2:43][O:44][C:45](=[O:46])[CH3:47].[CH3:6][O:7][CH2:8][CH:9]([O:10][c:11]1[cH:12][c:13]([C:14](=[O:15])[NH:16][c:17]2[n:18][n:19]([CH3:22])[cH:20][cH:21]2)[cH:23][c:24]([O:26][c:27]2[cH:28][cH:29][c:30](-[c:33]3[n:34][nH:35][cH:36][cH:37]3)[cH:31][cH:32]2)[cH:25]1)[CH3:38]>>[OH:7][CH2:8][CH:9]([O:10][c:11]1[cH:12][c:13]([C:14](=[O:15])[NH:16][c:17]2[n:18][n:19]([CH3:22])[cH:20][cH:21]2)[cH:23][c:24]([O:26][c:27]2[cH:28][cH:29][c:30](-[c:33]3[n:34][nH:35][cH:36][cH:37]3)[cH:31][cH:32]2)[cH:25]1)[CH3:38]. Reactants: polymer, CCCC(=O)OC (methyl 3-methylpropionate). The product is C1(CCC(CC1)C=O)C=O (1,4-cyclohexane dicarboxaldehyde). Reaction SMILES: [CH3:1][CH2:2][CH2:3][C:4]([O:6]C)=O>C(CC=O)CC=O>[CH:3]1([CH:4]=[O:6])[CH2:2][CH2:1][CH:3]([CH:4]=[O:6])[CH2:2][CH2:1]1. Solvent: C(CC=O)CC=O (glutaric dialdehyde). Reported procedure: The procedure according to Example 17 was repeated, but using the same amount of the polymer obtained from Example 10 instead of the polymer obtained from Example 1; 1,4-cyclohexane dicarboxaldehyde (1.4 g) as a cross-linker instead of glutaric dialdehyde, and methyl 3-methylpropionate (25 ml) as a solvent, to obtain a negative pattern with a resolution of 0.15 μm (FIG. 3). The reactants are COC([C@@H](NC(=O)C1(CCCC1)CCCCS(=O)(=O)C)CC1=CC=C(C=C1)N)=O (4-amino-N-[[1-[4-(methylsulfonyl)butyl]cyclopentyl]carbonyl]-L-phenylalanine methyl ester), CC1=NC(=CC(=C1C(=O)O)C(F)(F)F)C (2,6-dimethyl-4-trifluoromethyl-3-pyridine carboxylic acid). Product: CS(=O)(=O)CCCCC1(CCCC1)C(=O)N[C@@H](CC1=CC=CC=C1)C(=O)O (N-[[1-[4-(methylsulfonyl)butyl]cyclopentyl]carbonyl]-L-phenylalanine). RXN SMILES: C[O:2][C:3](=[O:29])[C@H:4]([CH2:21][C:22]1[CH:27]=[CH:26][C:25](N)=[CH:24][CH:23]=1)[NH:5][C:6]([C:8]1([CH2:13][CH2:14][CH2:15][CH2:16][S:17]([CH3:20])(=[O:19])=[O:18])[CH2:12][CH2:11][CH2:10][CH2:9]1)=[O:7].CC1C(C(O)=O)=C(C(F)(F)F)C=C(C)N=1>>[CH3:20][S:17]([CH2:16][CH2:15][CH2:14][CH2:13][C:8]1([C:6]([NH:5][C@H:4]([C:3]([OH:29])=[O:2])[CH2:21][C:22]2[CH:27]=[CH:26][CH:25]=[CH:24][CH:23]=2)=[O:7])[CH2:9][CH2:10][CH2:11][CH2:12]1)(=[O:18])=[O:19]. Reported procedure: 4-[(2,6-Dimethyl-4-trifluoromethyl-3-pyridinyl)carbonyl]amino]-N-[[1-[4-(methylsulfonyl)butyl]cyclopentyl]carbonyl]-L-phenylalanine was prepared from 4-amino-N-[[1-[4-(methylsulfonyl)butyl]cyclopentyl]carbonyl]-L-phenylalanine methyl ester and 2,6-dimethyl-4-trifluoromethyl-3-pyridine carboxylic acid using the general procedure described in example 364. Starting materials: CCO, [H][H], O=[N+]([O-])c1ccc(OCC(O)CO)cc1. Product: Nc1ccc(OCC(O)CO)cc1. RXN SMILES: [CH3:18][CH2:19][OH:20].[H:16][H:17].[N+:1]([O-:2])(=[O:3])[c:4]1[cH:5][cH:6][c:7]([O:8][CH2:9][CH:10]([CH2:11][OH:12])[OH:13])[cH:14][cH:15]1>>[NH2:1][c:4]1[cH:5][cH:6][c:7]([O:8][CH2:9][CH:10]([CH2:11][OH:12])[OH:13])[cH:14][cH:15]1. Reactants: O=C([O-])[O-], N#Cc1ccc(C(F)(F)F)nc1Cl, [Cs+], [Cs+], [N-]=[N+]=NCCC(O)C(F)(F)F, CN(C)C=O, O. Product: N#Cc1ccc(C(F)(F)F)nc1OC(CCN=[N+]=[N-])C(F)(F)F. Reaction SMILES: [C:25](=[O:26])([O-:27])[O-:28].[Cl:1][c:2]1[c:3]([C:4]#[N:5])[cH:6][cH:7][c:8]([C:10]([F:11])([F:12])[F:13])[n:9]1.[Cs+:29].[Cs+:30].[N:14](=[N+:15]=[N-:16])[CH2:17][CH2:18][CH:19]([C:20]([F:21])([F:22])[F:23])[OH:24].[O:31]=[CH:32][N:33]([CH3:34])[CH3:35].[OH2:36]>>[c:2]1([O:24][CH:19]([CH2:18][CH2:17][N:14]=[N+:15]=[N-:16])[C:20]([F:21])([F:22])[F:23])[c:3]([C:4]#[N:5])[cH:6][cH:7][c:8]([C:10]([F:11])([F:12])[F:13])[n:9]1. The reactants are [N+](=O)([O-])C=1C=C(OC)C=CC1N (3-nitro-p-anisidine), [OH-].[K+] (KOH), Cl (HCl). Reported procedure: A mixture of 168 g. (0.93 m.) of 3-nitro-p-anisidine, 130 g. of KOH and 1500 ml. of H2O was refluxed with stirring overnight. The solution was acidified with conc. HCl, keeping the temperature below 20°C. The crude product was collected by filtration washed with H2O and air-dried to give 279 g. m.p. 74°-76°C. A recrystallization from 2000 ml. of ethanol yields 106 g. m.p.76°-78°C. The product is [N+](=O)([O-])C1=C(C=CC(=C1)OC)O (2-Nitro-4-methoxyphenol). Run at time 8 hour. Solvent: O (H2O). Reaction SMILES: [N+:1]([C:4]1[CH:5]=[C:6]([CH:9]=[CH:10][C:11]=1N)[O:7][CH3:8])([O-:3])=[O:2].[OH-:13].[K+].Cl>O>[N+:1]([C:4]1[CH:5]=[C:6]([O:7][CH3:8])[CH:9]=[CH:10][C:11]=1[OH:13])([O-:3])=[O:2] |f:1.2|.